From a dataset of the Open Reaction Database (ORD), a public repository of structured organic reaction records. describe an organic reaction: reactants, conditions, products, and yield The reactants are FC(S(=O)(=O)OC=1CC(OCC1)C)(F)F (2-methyl-3,6-dihydro-2H-pyran-4-yl trifluoromethanesulfonate), CC1(OB(OC1(C)C)C=1N=CC(=NC1)N)C (5-(4,4,5,5-tetramethyl-1,3,2-dioxaborolan-2-yl)pyrazin-2-amine), C(=O)([O-])[O-].[Na+].[Na+] (Na2CO3). The reagents and catalysts are C1=CC=C(C=C1)P([C-]2C=CC=C2)C3=CC=CC=C3.C1=CC=C(C=C1)P([C-]2C=CC=C2)C3=CC=CC=C3.Cl[Pd]Cl.[Fe+2].C(Cl)Cl (PdCl2(dppf) CH2Cl2). Solvent: COCCOC (DME). Run at temperature 120 celsius. Yields the product CC1OCC=C(C1)C=1N=CC(=NC1)N (5-(2-methyl-3,6-dihydro-2H-pyran-4-yl)pyrazin-2-amine). The yield is 45.4%. As a reaction SMILES: FC(F)(F)S(O[C:7]1[CH2:8][CH:9]([CH3:13])[O:10][CH2:11][CH:12]=1)(=O)=O.CC1(C)C(C)(C)OB([C:24]2[N:25]=[CH:26][C:27]([NH2:30])=[N:28][CH:29]=2)O1.C([O-])([O-])=O.[Na+].[Na+]>COCCOC.C1C=CC(P(C2C=CC=CC=2)[C-]2C=CC=C2)=CC=1.C1C=CC(P(C2C=CC=CC=2)[C-]2C=CC=C2)=CC=1.Cl[Pd]Cl.[Fe+2].C(Cl)Cl>[CH3:13][CH:9]1[CH2:8][C:7]([C:24]2[N:25]=[CH:26][C:27]([NH2:30])=[N:28][CH:29]=2)=[CH:12][CH2:11][O:10]1 |f:2.3.4,6.7.8.9.10|. Procedure: To a solution of 2-methyl-3,6-dihydro-2H-pyran-4-yl trifluoromethanesulfonate (0.637 g, 2.88 mmol), 5-(4,4,5,5-tetramethyl-1,3,2-dioxaborolan-2-yl)pyrazin-2-amine (0.914 g, 3.74 mmol), and PdCl2(dppf)-CH2Cl2 adduct (0.235 g, 0.288 mmol) in DME (9.82 mL) was added 2M Na2CO3 (3.27 mL). The reaction mixture was heated at microwave synthesizer (120° C., 10 min). Ethyl acetated was added, and washed with sat NaHCO3, and water. Then the desired compound was extracted to 1N HCl aqueous layer, and washe...